Dataset: the Open Reaction Database (ORD), a public repository of structured organic reaction records. Task: describe an organic reaction: reactants, conditions, products, and yield Procedure: 1.6 M Solution of n-butyllithium in hexanes (3.35 mL, 5.36 mmol) was added dropwise to a solution of N,N-diisopropylamine (0.960 mL, 6.85 mmol) in tetrahydrofuran (10 mL) at −78° C. and the resultant reaction mixture was stirred at −78° C. for 10 min. A solution of 1-bromo-4-fluoro-2-methoxybenzene (1.0 g, 4.9 mmol) in tetrahydrofuran (2 mL) was added to the reaction mixture dropwise at −78° C. and the reaction mixture was stirred at −78° C. for 1 h. N,N-dimethylformamide (0.412 mL, 5.32 mmol) w... The solvent is O1CCCC1 (tetrahydrofuran), O1CCCC1 (tetrahydrofuran). As a reaction SMILES: C([Li])CCC.C(NC(C)C)(C)C.[Br:13][C:14]1[CH:19]=[CH:18][C:17]([F:20])=[CH:16][C:15]=1[O:21][CH3:22].CN(C)[CH:25]=[O:26]>O1CCCC1>[Br:13][C:14]1[C:15]([O:21][CH3:22])=[C:16]([C:17]([F:20])=[CH:18][CH:19]=1)[CH:25]=[O:26]. Product: BrC=1C(=C(C=O)C(=CC1)F)OC (3-Bromo-6-fluoro-2-methoxybenzaldehyde). The reactants are CN(C=O)C (N,N-dimethylformamide), BrC1=C(C=C(C=C1)F)OC (1-bromo-4-fluoro-2-methoxybenzene), Solution, C(CCC)[Li] (n-butyllithium), hexanes, C(C)(C)NC(C)C (N,N-diisopropylamine). Isolated yield 63.7%. Conditions: temperature -78 celsius, time 10 minute. The reactants are NC1CCN(CC1)CCN1C(C=NC2=CC=C(C=C12)OC)=O (1-[2-(4-Aminopiperidin-1-yl)ethyl]-7-methoxyquinoxalin-2(1H)-one), NC1CCN(CC1)CCN1C(C=NC2=CC=C(C=C12)OC)=O (1-[2-(4-Aminopiperidin-1-yl)ethyl]-7-methoxyquinoxalin-2(1H)-one), O=C1NC2=C(OC1)C=CC(=N2)C=O (3-oxo-3,4-dihydro-2H-pyrido[3,2-b][1,4]oxazine-6-carbaldehyde), C(C)(=O)O[BH-](OC(C)=O)OC(C)=O.[Na+] (sodium triacetoxy borohydride). Product: COC1=CC=C2N=CC(N(C2=C1)CCN1CCC(CC1)NCC=1C=CC=2OCC(NC2N1)=O)=O (6-[({1-[2-(7-Methoxy-2-oxoquinoxalin-1(2H)-yl)ethyl]piperidin-4-yl}amino)methyl]-2H-pyrido[3,2-b][1,4]oxazin-3(4H)-one). RXN SMILES: [NH2:1][CH:2]1[CH2:7][CH2:6][N:5]([CH2:8][CH2:9][N:10]2[C:19]3[C:14](=[CH:15][CH:16]=[C:17]([O:20][CH3:21])[CH:18]=3)[N:13]=[CH:12][C:11]2=[O:22])[CH2:4][CH2:3]1.[O:23]=[C:24]1[CH2:29][O:28][C:27]2[CH:30]=[CH:31][C:32]([CH:34]=O)=[N:33][C:26]=2[NH:25]1.C(O[BH-](OC(=O)C)OC(=O)C)(=O)C.[Na+]>>[CH3:21][O:20][C:17]1[CH:18]=[C:19]2[C:14]([N:13]=[CH:12][C:11](=[O:22])[N:10]2[CH2:9][CH2:8][N:5]2[CH2:4][CH2:3][CH:2]([NH:1][CH2:34][C:32]3[CH:31]=[CH:30][C:27]4[O:28][CH2:29][C:24](=[O:23])[NH:25][C:26]=4[N:33]=3)[CH2:7][CH2:6]2)=[CH:15][CH:16]=1 |f:2.3|. Reported procedure: 1-[2-(4-Aminopiperidin-1-yl)ethyl]-7-methoxyquinoxalin-2(1H)-one (Intermediate 146, 60 mg crude, 0.20 mmol), 3-oxo-3,4-dihydro-2H-pyrido[3,2-b][1,4]oxazine-6-carbaldehyde (WO 2004/058144) (36 mg, 0.20 mmol), and sodium triacetoxy borohydride (130 mg, 0.60 mmol) were reacted as described according to Example 69 to give the free base of the product, which was crystallized from dichloromethane/ethyl acetate to give 45 mg (50%) as a colorless solid. The reactants are O=C(Cl)c1ccccc1Cl, ClCCl, Nc1ccc(-c2nc(-c3ccccc3)c(C(F)(F)F)o2)cc1, c1ccncc1. Yields the product O=C(Nc1ccc(-c2nc(-c3ccccc3)c(C(F)(F)F)o2)cc1)c1ccccc1Cl. RXN SMILES: [Cl:29][C:30](=[O:31])[c:32]1[cH:33][cH:34][cH:35][cH:36][c:37]1[Cl:38].[Cl:39][CH2:40][Cl:41].[c:1]1(-[c:7]2[n:8][c:9](-[c:16]3[cH:17][cH:18][c:19]([NH2:22])[cH:20][cH:21]3)[o:10][c:11]2[C:12]([F:13])([F:14])[F:15])[cH:2][cH:3][cH:4][cH:5][cH:6]1.[cH:23]1[cH:24][cH:25][n:26][cH:27][cH:28]1>>[c:1]1(-[c:7]2[n:8][c:9](-[c:16]3[cH:17][cH:18][c:19]([NH:22][C:30](=[O:31])[c:32]4[cH:33][cH:34][cH:35][cH:36][c:37]4[Cl:38])[cH:20][cH:21]3)[o:10][c:11]2[C:12]([F:13])([F:14])[F:15])[cH:2][cH:3][cH:4][cH:5][cH:6]1. The reactants are C1(CC=CC1)C1=NC=2N=C(N(C(C2N1)=O)CCC)OC1=CC(=CC=C1)OC (8-cyclopent-3-enyl-2-(3-methoxy-phenoxy)-1-propyl-1,7-dihydro-purin-6-one), C[N+]1(CCOCC1)[O-] (N-methyl morpholine N-oxide), C(C)(C)(C)O (t-butanol), O (water). Reagents/catalysts: [Os](=O)(=O)(=O)=O (osmium tetroxide). Solvent: CC(=O)C (acetone). Run at time 2 hour. Product: OC1CC(CC1O)C1=NC=2N=C(N(C(C2N1)=O)CCC)OC1=CC(=CC=C1)OC (8-(3,4-Dihydroxy-cyclopentyl)-2-(3-methoxy-phenoxy)-1-propyl-1,7-dihydro-purin-6-one). Isolated yield 13.0%. RXN SMILES: [CH:1]1([C:6]2[NH:14][C:13]3[C:12](=[O:15])[N:11]([CH2:16][CH2:17][CH3:18])[C:10]([O:19][C:20]4[CH:25]=[CH:24][CH:23]=[C:22]([O:26][CH3:27])[CH:21]=4)=[N:9][C:8]=3[N:7]=2)[CH2:5][CH:4]=[CH:3][CH2:2]1.C[N+]1([O-])CC[O:32]CC1.C(O)(C)(C)C.[OH2:41]>CC(C)=O.[Os](=O)(=O)(=O)=O>[OH:41][CH:3]1[CH:4]([OH:32])[CH2:5][CH:1]([C:6]2[NH:14][C:13]3[C:12](=[O:15])[N:11]([CH2:16][CH2:17][CH3:18])[C:10]([O:19][C:20]4[CH:25]=[CH:24][CH:23]=[C:22]([O:26][CH3:27])[CH:21]=4)=[N:9][C:8]=3[N:7]=2)[CH2:2]1. Procedure: To a solution of 8-cyclopent-3-enyl-2-(3-methoxy-phenoxy)-1-propyl-1,7-dihydro-purin-6-one (0.075 g, 0.20 mmol) and N-methyl morpholine N-oxide (0.036 g, 0.30 mmol) in a mixture of acetone, t-butanol, and water in the ratio 60:1:1, catalytic amount of osmium tetroxide (2 mg) was added. Reaction mixture was allowed to stir for 2 hours at room temperature. The reaction mixture was quenched with saturated sodium sulphite solution and was diluted with ethyl acetate and water. The ethyl acetate layer...